From a dataset of the Open Reaction Database (ORD), a public repository of structured organic reaction records. describe an organic reaction: reactants, conditions, products, and yield The reactants are OCC(O)CBr, O=C(Nc1c(I)c(C(=O)NCCO)c(I)c(C(=O)NC(CO)CO)c1I)Nc1c(I)c(C(=O)NCCO)c(I)c(C(=O)NC(CO)CO)c1I, [Na+], [OH-], O. Product: O=C(NCCO)c1c(I)c(NC(=O)N(CC(O)CO)c2c(I)c(C(=O)NCCO)c(I)c(C(=O)NC(CO)CO)c2I)c(I)c(C(=O)NC(CO)CO)c1I. Reaction SMILES: [Br:53][CH2:54][CH:55]([CH2:56][OH:57])[OH:58].[I:1][c:2]1[c:3]([NH:24][C:25](=[O:26])[NH:27][c:28]2[c:29]([I:50])[c:30]([C:44](=[O:45])[NH:46][CH2:47][CH2:48][OH:49])[c:31]([I:43])[c:32]([C:35](=[O:36])[NH:37][CH:38]([CH2:39][OH:40])[CH2:41][OH:42])[c:33]2[I:34])[c:4]([I:23])[c:5]([C:15](=[O:16])[NH:17][CH:18]([CH2:19][OH:20])[CH2:21][OH:22])[c:6]([I:14])[c:7]1[C:8](=[O:9])[NH:10][CH2:11][CH2:12][OH:13].[Na+:52].[OH-:51].[OH2:59]>>[I:1][c:2]1[c:3]([N:24]([C:25](=[O:26])[NH:27][c:28]2[c:29]([I:50])[c:30]([C:44](=[O:45])[NH:46][CH2:47][CH2:48][OH:49])[c:31]([I:43])[c:32]([C:35](=[O:36])[NH:37][CH:38]([CH2:39][OH:40])[CH2:41][OH:42])[c:33]2[I:34])[CH2:54][CH:55]([CH2:56][OH:57])[OH:58])[c:4]([I:23])[c:5]([C:15](=[O:16])[NH:17][CH:18]([CH2:19][OH:20])[CH2:21][OH:22])[c:6]([I:14])[c:7]1[C:8](=[O:9])[NH:10][CH2:11][CH2:12][OH:13]. Starting materials: O (water), BrBr (bromine), C(C1=CC=C(C(=O)O)C=C1)(=O)O (terephthalic acid), C1(=CC=C(C=C1)C)C (para-xylene). The reagents and catalysts are [Co] (cobalt). Solvent: C(C)(=O)O (acetic acid). The product is COC(C)=O (methyl-acetate), C(C1=CC=C(C(=O)O)C=C1)(=O)O (terephthalic acid). Reaction SMILES: [C:1]([OH:12])(=[O:11])[C:2]1[CH:10]=[CH:9][C:5]([C:6]([OH:8])=[O:7])=[CH:4][CH:3]=1.[C:13]1(C)C=CC(C)=CC=1.BrBr.O>C(O)(=O)C.[Co]>[CH3:13][O:8][C:6](=[O:7])[CH3:5].[C:1]([OH:12])(=[O:11])[C:2]1[CH:10]=[CH:9][C:5]([C:6]([OH:8])=[O:7])=[CH:4][CH:3]=1. Procedure: In a process for the synthesis of terephthalic acid, comprising the oxidation of para-xylene in acetic acid solution, at a temperature of from 100° to 230° C. and at a pressure from 1 to 30 kg/cm2, and in the presence of a catalytic system based on manganese, bromine and cobalt, whereby water is formed and methyl-acetate is by-produced during the oxidation, whereby solid terephthalic acid is separated from the mother liquor and whereby one withdraws from the oxidation zone a liquid which is obta...